From a dataset of the Open Reaction Database (ORD), a public repository of structured organic reaction records. describe an organic reaction: reactants, conditions, products, and yield Reactants: CC1=C(SC(=C1)C1=CC=C(C=C1)C(F)(F)F)C=O (3-methyl-5-[4-(trifluoromethyl)phenyl]thiophene-2-carbaldehyde), CC1=C(SC(=C1)C1=CC=C(C=C1)C(F)(F)F)C=O (3-methyl-5-[4-(trifluoromethyl)phenyl]thiophene-2-carbaldehyde), FC(C1=CC=C(C=C1)C=1C=C(SC1)C(=O)O)(F)F (4-[4-(trifluoromethyl)phenyl]thiophene-2-carboxylic acid), FC(C1=CC=C(C=C1)C=1C=C(SC1)C(=O)O)(F)F (4-[4-(trifluoromethyl)phenyl]thiophene-2-carboxylic acid). The product is CC1=C(SC(=C1)C1=CC=C(C=C1)C(F)(F)F)C(=O)O (3-methyl-5-[4-(trifluoromethyl)phenyl]thiophene-2-carboxylic acid). As a reaction SMILES: [CH3:1][C:2]1[CH:6]=[C:5]([C:7]2[CH:12]=[CH:11][C:10]([C:13]([F:16])([F:15])[F:14])=[CH:9][CH:8]=2)[S:4][C:3]=1[CH:17]=[O:18].FC(F)(F)C1C=CC(C2C=C(C(O)=[O:33])SC=2)=CC=1>>[CH3:1][C:2]1[CH:6]=[C:5]([C:7]2[CH:8]=[CH:9][C:10]([C:13]([F:16])([F:14])[F:15])=[CH:11][CH:12]=2)[S:4][C:3]=1[C:17]([OH:33])=[O:18]. Procedure details: The title compound was prepared using 3-methyl-5-[4-(trifluoromethyl)phenyl]thiophene-2-carbaldehyde (intermediate 74) by a method analogous to the preparation of 4-[4-(trifluoromethyl)phenyl]thiophene-2-carboxylic acid (intermediate 38). Reactants: C1(=CC=C(C=C1)S(=O)(=O)Cl)C (p-toluenesulfonyl chloride), OC[C@@H]1COCC(N1C)=O ((R)-5-hydroxymethyl-4-methyl-morpholin-3-one), Cl (HCl). Run in N1=CC=CC=C1 (pyridine). Reaction conditions: time 90 minute. The product is CN1[C@@H](COCC1=O)COS(=O)(=O)C1=CC=C(C=C1)C (Toluene-4-sulfonic acid (S)-4-methyl-5-oxo-morpholin-3-ylmethyl ester). Yield: 43.2%. Reaction SMILES: [OH:1][CH2:2][C@H:3]1[N:8]([CH3:9])[C:7](=[O:10])[CH2:6][O:5][CH2:4]1.[C:11]1([CH3:21])[CH:16]=[CH:15][C:14]([S:17](Cl)(=[O:19])=[O:18])=[CH:13][CH:12]=1.Cl>N1C=CC=CC=1>[CH3:9][N:8]1[C:7](=[O:10])[CH2:6][O:5][CH2:4][C@H:3]1[CH2:2][O:1][S:17]([C:14]1[CH:15]=[CH:16][C:11]([CH3:21])=[CH:12][CH:13]=1)(=[O:19])=[O:18]. Procedure details: Dissolve (R)-5-hydroxymethyl-4-methyl-morpholin-3-one (767 mg, 5.29 mmol) in pyridine (18 mL). Cool the reaction to 0° C., add 1.3 g (6.9 mmol) of p-toluenesulfonyl chloride (1.3 g, 6.9 mmol), and stir for 90 min. Pour into 1N HCl (50 mL) and extract with EtOAc (2×100 mL). Wash the combined organic layers with brine (50 mL), dry over Na2SO4, and concentrate to give the crude product. Purify via silica gel chromatography using a 0-100% EtOAc/hexanes gradient to yield 684 mg (43%) of the title com... Reactants: BrC1=NC(=CC=C1)C=O (2-bromo-6-formylpyridine), C1(=CC=CC=C1)B(O)O (Phenylboronic acid), C(=O)([O-])[O-].[Na+].[Na+] (Na2CO3). Reagents/catalysts: C=1C=CC(=CC1)[P](C=2C=CC=CC2)(C=3C=CC=CC3)[Pd]([P](C=4C=CC=CC4)(C=5C=CC=CC5)C=6C=CC=CC6)([P](C=7C=CC=CC7)(C=8C=CC=CC8)C=9C=CC=CC9)[P](C=1C=CC=CC1)(C=1C=CC=CC1)C=1C=CC=CC1 (Pd(PPh3)4). Solvent: C1(=CC=CC=C1)C (toluene). Run at temperature 70 celsius. Yields the product C(=O)C1=NC(=CC=C1)C1=CC=CC=C1 (2-formyl-6-phenylpyridine). As a reaction SMILES: [C:1]1(B(O)O)[CH:6]=[CH:5][CH:4]=[CH:3][CH:2]=1.C([O-])([O-])=O.[Na+].[Na+].Br[C:17]1[CH:22]=[CH:21][CH:20]=[C:19]([CH:23]=[O:24])[N:18]=1>C1(C)C=CC=CC=1.C1C=CC([P]([Pd]([P](C2C=CC=CC=2)(C2C=CC=CC=2)C2C=CC=CC=2)([P](C2C=CC=CC=2)(C2C=CC=CC=2)C2C=CC=CC=2)[P](C2C=CC=CC=2)(C2C=CC=CC=2)C2C=CC=CC=2)(C2C=CC=CC=2)C2C=CC=CC=2)=CC=1>[CH:23]([C:19]1[CH:20]=[CH:21][CH:22]=[C:17]([C:1]2[CH:6]=[CH:5][CH:4]=[CH:3][CH:2]=2)[N:18]=1)=[O:24] |f:1.2.3,^1:35,37,56,75|. Reported procedure: Phenylboronic acid (1.46 g, 12 mmol) and Na2CO3 (2.65 g, 25 mmol) were dissolved in 60 mL of degassed 4:1H2O/MeOH. This solution was added via cannula to a solution of 1.86 g (10 mmol) of 2-bromo-6-formylpyridine and 116 mg (0.10 mmol) of Pd(PPh3)4 in 50 mL of degassed toluene. The biphasic mixture was vigorously stirred and heated at 70° C. under N2 for 4 h. On cooling to RT, the organic phase was separated and the aqueous phase was washed with 3×25 mL of Et2O. The combined organic extracts wer... The reactants are C(C)OP(OCC)Cl (Diethylchlorophosphite), concentrated hydrlochloric acid, C1(=CC=CC=C1)CCCBr (Phenylpropyl bromide), C1(=CC=CC=C1)CCC[Mg]Br (Phenylpropylmagnesium bromide), [Br-] (bromide), [Mg] (magnesium), [Mg] (Magnesium), II (iodine crystals). Run in C(C)OCC (diethyl ether), C(C)OCC (diethyl ether), O (water), C(C)OCC (diethyl ether). Run at temperature 35 celsius, time 20 minute. Yields the product C1(=CC=CC=C1)CCCP(O)=O (3-phenylpropylphosphinic acid). Yield: 53.2%. As a reaction SMILES: [Mg].II.[C:4]1([CH2:10][CH2:11][CH2:12]Br)[CH:9]=[CH:8][CH:7]=[CH:6][CH:5]=1.[Br-].C([O:17][P:18](Cl)[O:19]CC)C.C1(CCC[Mg]Br)C=CC=CC=1>C(OCC)C.O>[C:4]1([CH2:10][CH2:11][CH2:12][PH:18](=[O:17])[OH:19])[CH:9]=[CH:8][CH:7]=[CH:6][CH:5]=1. Procedure details: Magnesium turnings (2.44 g, 0.10 mol) in 20 mL of dry diethyl ether under an atmosphere of nitrogen was added several iodine crystals. Phenylpropyl bromide (20.0 g, 0.10 mol) in 80 mL of diethyl ether was placed in a dropping funnel. Approximately 10 mL of the bromide solution was added to the magnesium turnings and stirring was initiated. After several minutes the iodine was consumed and additional phenylpropyl bromide was added while maintaining a temperature of 35° C. Once additional was comp... Starting materials: CC(C)([O-])C.[K+] (potassium tert-butoxide), CC(C)([O-])C.[K+] (potassium tert-butoxide), ClC1=CC=C(C=C1)C=1SC=C(N1)CO ([2-(4-chlorophenyl)-1,3-thiazol-4-yl]methanol), OCCOC1=CC=C(C=C1)C1=C(C(=NC=2C=CNC(C12)=O)SC)C#N (4-[4-(2-Hydroxyethoxy)phenyl]-2-(methylsulfanyl)-5-oxo-5,6-dihydro-1,6-naphthyridine-3-carbonitrile), O (Water). The solvent is CN(C)C=O (DMF). Conditions: temperature 60 celsius, time 16 hour. Product: ClC1=CC=C(C=C1)C=1SC=C(N1)COC1=NC=2C=CNC(C2C(=C1C#N)C1=CC=C(C=C1)OCCO)=O (2-{[2-(4-Chlorophenyl)-1,3-thiazol-4-yl]methoxy}-4-[4-(2-hydroxyethoxy)phenyl]-5-oxo-5,6-dihydro-1,6-naphthyridine-3-carbonitrile). As a reaction SMILES: CC(C)([O-])C.[K+].[Cl:7][C:8]1[CH:13]=[CH:12][C:11]([C:14]2[S:15][CH:16]=[C:17]([CH2:19][OH:20])[N:18]=2)=[CH:10][CH:9]=1.[OH:21][CH2:22][CH2:23][O:24][C:25]1[CH:30]=[CH:29][C:28]([C:31]2[C:40]3[C:39](=[O:41])[NH:38][CH:37]=[CH:36][C:35]=3[N:34]=[C:33](SC)[C:32]=2[C:44]#[N:45])=[CH:27][CH:26]=1.O>CN(C=O)C>[Cl:7][C:8]1[CH:9]=[CH:10][C:11]([C:14]2[S:15][CH:16]=[C:17]([CH2:19][O:20][C:33]3[C:32]([C:44]#[N:45])=[C:31]([C:28]4[CH:29]=[CH:30][C:25]([O:24][CH2:23][CH2:22][OH:21])=[CH:26][CH:27]=4)[C:40]4[C:39](=[O:41])[NH:38][CH:37]=[CH:36][C:35]=4[N:34]=3)[N:18]=2)=[CH:12][CH:13]=1 |f:0.1|. Procedure details: 64 mg (0.57 mmol) of potassium tert-butoxide were suspended in 3.5 ml of DMF, 96 mg (0.42 mmol) of [2-(4-chlorophenyl)-1,3-thiazol-4-yl]methanol [Simiti, I. et al. Arch. Pharm. 1972, 305, 509-515] and then 100 mg (0.28 mmol) of the compound from Example 21A were added and the mixture was stirred at 60° C. for 16 h. Another 64 mg (0.57 mmol) of potassium tert-butoxide were added, and the reaction was stirred once more at 80° C. overnight. Water was added, and the reaction solution was extracted 3... Reactants: Cl.N1=CC=C(C=C1)C(=O)Cl (4-Pyridinecarboxylic acid chloride hydrochloride), C1(CCCC1)N1N=C(C(=C1N)C#N)CC1=CC=CC=C1 (1-cyclopentyl-3-phenylmethyl-4-cyano-5-amino-1H-pyrazole). Reaction conditions: temperature 200 celsius. Yields the product C1(CCCC1)N1N=C(C(=C1NC(=O)C1=CC=NC=C1)C#N)CC1=CC=CC=C1 (1-cyclopentyl-3-phenylmethyl-4-cyano-5-(4-pyridinecarboxamido)-1H-pyrazole). Yield: 85.3%. Reaction SMILES: Cl.[N:2]1[CH:7]=[CH:6][C:5]([C:8](Cl)=[O:9])=[CH:4][CH:3]=1.[CH:11]1([N:16]2[C:20]([NH2:21])=[C:19]([C:22]#[N:23])[C:18]([CH2:24][C:25]3[CH:30]=[CH:29][CH:28]=[CH:27][CH:26]=3)=[N:17]2)[CH2:15][CH2:14][CH2:13][CH2:12]1>>[CH:11]1([N:16]2[C:20]([NH:21][C:8]([C:5]3[CH:6]=[CH:7][N:2]=[CH:3][CH:4]=3)=[O:9])=[C:19]([C:22]#[N:23])[C:18]([CH2:24][C:25]3[CH:26]=[CH:27][CH:28]=[CH:29][CH:30]=3)=[N:17]2)[CH2:12][CH2:13][CH2:14][CH2:15]1 |f:0.1|. Reported procedure: 4-Pyridinecarboxylic acid chloride hydrochloride (4.3 g, 24 mmol), and 1-cyclopentyl-3-phenylmethyl-4-cyano-5-amino-1H-pyrazole (3.2 g, 12.0 mmol) were combined and heated to 200° C. under argon for 5 minutes. The reaction mixture was cooled to room temperature and the residue was partitioned between chloroform and sat. NaHCO3. The organic layer was separated, washed with additional sat. NaHCO3, dried over anhydrous MgSO4 passed through a plug of silica and the solvent was removed in vacuo to af...